Dataset: the Open Reaction Database (ORD), a public repository of structured organic reaction records. Task: describe an organic reaction: reactants, conditions, products, and yield The reactants are COC(N[C@H](C(=O)N1CC2(CC2)C[C@H]1C=1NC(=CN1)C1=CC2=CC=C(C=C2C=C1)C1=CC=C(C=C1)C1=CN=C(N1)[C@H]1N(CC2(OCCO2)C1)C([C@H](C(C)C)NC(=O)OC)=O)C(C)C)=O ((S)-1-((S)-6-(5-(6-(4-(2-((S)-7-((S)-2-(methoxycarbonylamino)-3-methylbutanoyl)-1,4-dioxa-7-azaspiro[4.4]nonan-8-yl)-1H-imidazol-5-yl)phenyl)naphthalen-2-yl)-1H-imidazol-2-yl)-5-azaspiro[2.4]heptan-5-yl)-3-methyl-1-oxobutan-2-yl-carbamic acid methyl ester), BrC1=CC=C(C=C1)C1=CN=C(N1)[C@H]1N(CC2(OCCO2)C1)C([C@H](C(C)C)NC(OC)=O)=O (methyl (S)-1-((S)-8-(5-(4-bromophenyl)-1H-imidazol-2-yl)-1,4-dioxa-7-azaspiro[4.4]nonan-7-yl)-3-methyl-1-oxobutan-2-ylcarbamate), BrC1=CC=C(C=C1)C1=CN=C(N1)[C@H]1N(CCC1)C(=O)OC(C)(C)C ((S)-tert-butyl 2-(5-(4-bromophenyl)-1H-imidazol-2-yl)pyrrolidine-1-carboxylate), BrC=1C=C2C=CC(=CC2=CC1)C1=CN=C(N1)[C@H]1N(CC2(CC2)C1)C([C@H](C(C)C)NC(OC)=O)=O (methyl (S)-1-((S)-6-(5-(6-bromonaphthalen-2-yl)-1H-imidazol-2-yl)-5-azaspiro[2.4]heptan-5-yl)-3-methyl-1-oxobutan-2-ylcarbamate), BrC1=CC=C(C=C1)C1=CN=C(N1)[C@H]1N(CC2(OCCO2)C1)C([C@H](C(C)C)NC(OC)=O)=O (methyl (S)-1-((S)-8-(5-(4-bromophenyl)-1H-imidazol-2-yl)-1,4-dioxa-7-azaspiro[4.4]nonan-7-yl)-3-methyl-1-oxobutan-2-ylcarbamate). Product: COC(=O)N[C@H](C(=O)N1CC2(OCCO2)C[C@H]1C=1NC(=CN1)C1=CC=C(C=C1)C1=CC=C(C=C1)C1=CN=C(N1)[C@H]1N(CCC1)C(=O)OC(C)(C)C)C(C)C ((S)-Tert-butyl 2-(5-(4′-(2-((S)-7-((S)-2-(methoxycarbonylamino)-3-methylbutanoyl)-1,4-dioxa-7-azaspiro[4.4]nonan-8-yl)-1H-imidazol-5-yl)biphenyl-4-yl)-1H-imidazol-2-yl)pyrrolidine-1-carboxylate). RXN SMILES: COC(=O)N[C@@H](C(C)C)C(N1[C@H](C2NC(C3C=CC4C(=CC=C([C:30]5[CH:35]=[CH:34][C:33]([C:36]6[NH:40][C:39]([C@@H:41]7[CH2:49][C:44]8([O:48][CH2:47][CH2:46][O:45]8)[CH2:43][N:42]7[C:50](=[O:60])[C@@H:51]([NH:55][C:56]([O:58][CH3:59])=[O:57])[CH:52]([CH3:54])[CH3:53])=[N:38][CH:37]=6)=[CH:32][CH:31]=5)C=4)C=3)=CN=2)CC2(CC2)C1)=O.BrC1C=C2C(=CC=1)C=C(C1NC([C@@H]3CC4(CC4)CN3C(=O)[C@@H](NC(=O)OC)C(C)C)=NC=1)C=C2.BrC1C=CC(C2NC([C@@H]3CC4(OCCO4)CN3C(=O)[C@@H](NC(=O)OC)C(C)C)=NC=2)=CC=1.Br[C:132]1[CH:137]=[CH:136][C:135]([C:138]2[NH:142][C:141]([C@@H:143]3[CH2:147][CH2:146][CH2:145][N:144]3[C:148]([O:150][C:151]([CH3:154])([CH3:153])[CH3:152])=[O:149])=[N:140][CH:139]=2)=[CH:134][CH:133]=1>>[CH3:59][O:58][C:56]([NH:55][C@@H:51]([CH:52]([CH3:53])[CH3:54])[C:50]([N:42]1[C@H:41]([C:39]2[NH:40][C:36]([C:33]3[CH:32]=[CH:31][C:30]([C:132]4[CH:133]=[CH:134][C:135]([C:138]5[NH:142][C:141]([C@@H:143]6[CH2:147][CH2:146][CH2:145][N:144]6[C:148]([O:150][C:151]([CH3:154])([CH3:153])[CH3:152])=[O:149])=[N:140][CH:139]=5)=[CH:136][CH:137]=4)=[CH:35][CH:34]=3)=[CH:37][N:38]=2)[CH2:49][C:44]2([O:48][CH2:47][CH2:46][O:45]2)[CH2:43]1)=[O:60])=[O:57]. Procedure: Title compound was prepared according to the method employed to prepare (S)-1-((S)-6-(5-(6-(4-(2-((S)-7-((S)-2-(methoxycarbonylamino)-3-methylbutanoyl)-1,4-dioxa-7-azaspiro[4.4]nonan-8-yl)-1H-imidazol-5-yl)phenyl)naphthalen-2-yl)-1H-imidazol-2-yl)-5-azaspiro[2.4]heptan-5-yl)-3-methyl-1-oxobutan-2-yl-carbamic acid methyl ester, except instead of methyl (S)-1-((S)-6-(5-(6-bromonaphthalen-2-yl)-1H-imidazol-2-yl)-5-azaspiro[2.4]heptan-5-yl)-3-methyl-1-oxobutan-2-ylcarbamate and methyl (S)-1-((S)-8-(... Reactants: ClCCBr, [K+], [K+], O=C([O-])[O-], CN(C)C=O, O, COc1cc2nc(-c3cccc(NC(=O)CN4CCOCC4)c3)nc(Nc3ccc4c(cnn4C(=O)OC(C)(C)C)c3)c2cc1O. The product is COc1cc2nc(-c3cccc(NC(=O)CN4CCOCC4)c3)nc(Nc3ccc4c(cnn4C(=O)OC(C)(C)C)c3)c2cc1OCCCl. RXN SMILES: [Cl:47][CH2:48][CH2:49][Br:50].[K+:51].[K+:52].[O-:53][C:54]([O-:55])=[O:56].[O:57]=[CH:58][N:59]([CH3:60])[CH3:61].[OH2:62].[OH:1][c:2]1[cH:3][c:4]2[c:5]([NH:30][c:31]3[cH:32][c:33]4[cH:34][n:35][n:36]([C:40](=[O:41])[O:42][C:43]([CH3:44])([CH3:45])[CH3:46])[c:37]4[cH:38][cH:39]3)[n:6][c:7](-[c:14]3[cH:15][c:16]([NH:20][C:21]([CH2:22][N:23]4[CH2:24][CH2:25][O:26][CH2:27][CH2:28]4)=[O:29])[cH:17][cH:18][cH:19]3)[n:8][c:9]2[cH:10][c:11]1[O:12][CH3:13]>>[O:1]([c:2]1[cH:3][c:4]2[c:5]([NH:30][c:31]3[cH:32][c:33]4[cH:34][n:35][n:36]([C:40](=[O:41])[O:42][C:43]([CH3:44])([CH3:45])[CH3:46])[c:37]4[cH:38][cH:39]3)[n:6][c:7](-[c:14]3[cH:15][c:16]([NH:20][C:21]([CH2:22][N:23]4[CH2:24][CH2:25][O:26][CH2:27][CH2:28]4)=[O:29])[cH:17][cH:18][cH:19]3)[n:8][c:9]2[cH:10][c:11]1[O:12][CH3:13])[CH2:49][CH2:48][Cl:47]. Run at time 24 hour. Reaction SMILES: [CH3:1][C:2]([CH3:23])([O:4][C:5]([NH:7][CH:8]([CH2:16][CH:17]1[CH2:22][CH2:21][CH2:20][CH2:19][CH2:18]1)[CH:9]([C:11]1[O:12][CH:13]=[CH:14][CH:15]=1)[OH:10])=[O:6])[CH3:3].CO[C:26](OC)([CH3:28])[CH3:27].C1(C)C=CC(S([O-])(=O)=O)=CC=1.[NH+]1C=CC=CC=1.C(=O)(O)[O-].[Na+]>ClCCl>[CH:17]1([CH2:16][C@H:8]2[C@H:9]([C:11]3[O:12][CH:13]=[CH:14][CH:15]=3)[O:10][C:26]([CH3:28])([CH3:27])[N:7]2[C:5]([O:4][C:2]([CH3:23])([CH3:1])[CH3:3])=[O:6])[CH2:18][CH2:19][CH2:20][CH2:21][CH2:22]1 |f:2.3,4.5|. The reactants are COC(C)(C)OC (2,2-dimethoxypropane), C1(=CC=C(C=C1)S(=O)(=O)[O-])C.[NH+]1=CC=CC=C1 (pyridinium toluene-4-sulfonate), COC(C)(C)OC (2,2-Dimethoxypropane), CC(C)(OC(=O)NC(C(O)C=1OC=CC1)CC1CCCCC1)C (β-[[(1,1-Dimethylethoxy)carbonyl]amino]-α-(2-furanyl)cyclohexanepropanol), C1(=CC=C(C=C1)S(=O)(=O)[O-])C.[NH+]1=CC=CC=C1 (pyridinium toluene-4-sulfonate), C([O-])(O)=O.[Na+] (sodium bicarbonate). The solvent is ClCCl (dichloromethane). Yields the product C1(CCCCC1)C[C@@H]1N(C(O[C@H]1C=1OC=CC1)(C)C)C(=O)OC(C)(C)C ((4S-trans)-4-(cyclohexylmethyl)-5-(2-furanyl)-2,2-dimethyl-3-oxazolidinecarboxylic acid, 1,1-dimethylethyl ester). Reported procedure: [R-(R*,S*)]-β-[[(1,1-Dimethylethoxy)carbonyl]amino]-α-(2-furanyl)cyclohexanepropanol (41.63 g., 128.9 mmole, 1 eq.) was dissolved in distilled dichloromethane (1 l., 0.129M) under an argon atmosphere. 2,2-Dimethoxypropane (158.5 ml., 1289 mmole, 10 eq.) was added. The solution was cooled in an ice bath and pyridinium toluene-4-sulfonate (3.24 g., 12.89 mmole, 0.1 eq.) was added. The cooling bath was removed and the mixture was stirred at room temperature for 24 hours. Additional 2,2-dimethoxypro... Starting materials: ClC(CC(=O)O)C(=O)C1=CC(=C(C(=C1)Cl)C)Cl (3-chloro-4-(3,5-dichloro-4-methylphenyl)-4-oxobutyric acid), C([O-])([O-])=O.[Na+].[Na+] (sodium carbonate), ice. The solvent is Cl (hydrochloric acid). Conditions: time 3 hour. The product is ClC=1C=C(C=C(C1C)Cl)C(C(CC(=O)O)O)=O (4-(3,5-Dichloro-4-methylphenyl)-3-hydroxy-4-oxobutyric acid). Yield: 96.0%. As a reaction SMILES: Cl[CH:2]([C:7]([C:9]1[CH:14]=[C:13]([Cl:15])[C:12]([CH3:16])=[C:11]([Cl:17])[CH:10]=1)=[O:8])[CH2:3][C:4]([OH:6])=[O:5].C(=O)([O-])[O-:19].[Na+].[Na+]>Cl>[Cl:17][C:11]1[CH:10]=[C:9]([C:7](=[O:8])[CH:2]([OH:19])[CH2:3][C:4]([OH:6])=[O:5])[CH:14]=[C:13]([Cl:15])[C:12]=1[CH3:16] |f:1.2.3|. Procedure details: 2.96 g of 3-chloro-4-(3,5-dichloro-4-methylphenyl)-4-oxobutyric acid were added to 300 ml of a 10% w/v aqueous solution of sodium carbonate, and then the resulting mixture was stirred at room temperature for 3 hours. The reaction mixture was periodically checked by thin layer chromatography and, when the spot due to the starting material had disappeared, the mixture was poured into a mixture of 500 g of crushed ice and 50 ml of concentrated hydrochloric acid. It was then extracted with diethyl e... Reactants: ClC1=CC(=C(C(=N1)C)[N+](=O)[O-])N (6-chloro-2-methyl-3-nitro-pyridin-4-ylamine), N1CCOCC1 (morpholine). Run in C(C)O (ethanol). Conditions: temperature 120 celsius, time 3 day. Product: CC1=NC(=CC(=C1[N+](=O)[O-])N)N1CCOCC1 (2-Methyl-6-morpholin-4-yl-3-nitro-pyridin-4-ylamine). Reaction SMILES: Cl[C:2]1[N:7]=[C:6]([CH3:8])[C:5]([N+:9]([O-:11])=[O:10])=[C:4]([NH2:12])[CH:3]=1.[NH:13]1[CH2:18][CH2:17][O:16][CH2:15][CH2:14]1>C(O)C>[CH3:8][C:6]1[C:5]([N+:9]([O-:11])=[O:10])=[C:4]([NH2:12])[CH:3]=[C:2]([N:13]2[CH2:18][CH2:17][O:16][CH2:15][CH2:14]2)[N:7]=1. Procedure: To a pressure vessel, a mixture of 6-chloro-2-methyl-3-nitro-pyridin-4-ylamine (0.75 g, 4.00 mmol) and morpholine (1.40 mL, 16.0 mmol) in absolute ethanol (16 mL) was stirred at 120° C. for 3 days. Absolute ethanol was evaporated in vacuo and the crude product was dissolved in a mixture of THF:EtOAc and this then subjected on top of a silica gel pad. Elution with EtOAc gave, after evaporation, the title compound as a yellow solid (0.89 g, 93%): IR (KBr, cm−1) 3460, 3330, 1627, 1597, 1553, 1233, ...